From a dataset of the Open Reaction Database (ORD), a public repository of structured organic reaction records. describe an organic reaction: reactants, conditions, products, and yield Reactants: C(C)OC(=O)C=1N=C(OC1CBr)C1=CC=C(C=C1)OC (5-Bromomethyl-2-(4-methoxy-phenyl)-oxazole-4-carboxylic acid ethyl ester), CN(C=O)C (dimethylformamide). The reagents and catalysts are FC(C(=O)[O-])(F)F.[Ag+] (Silver trifluoroacetate). Solvent: [Cl-].[Na+].O (brine). Conditions: time 2 hour. Yields the product C(C)OC(=O)C=1N=C(OC1CO)C1=CC=C(C=C1)OC (5-hydroxymethyl-2-(4-methoxy-phenyl)-oxazole-4-carboxylic acid ethyl ester). RXN SMILES: [CH2:1]([O:3][C:4]([C:6]1[N:7]=[C:8]([C:13]2[CH:18]=[CH:17][C:16]([O:19][CH3:20])=[CH:15][CH:14]=2)[O:9][C:10]=1[CH2:11]Br)=[O:5])[CH3:2].CN(C)C=[O:24]>[Cl-].[Na+].O.FC(F)(F)C([O-])=O.[Ag+]>[CH2:1]([O:3][C:4]([C:6]1[N:7]=[C:8]([C:13]2[CH:18]=[CH:17][C:16]([O:19][CH3:20])=[CH:15][CH:14]=2)[O:9][C:10]=1[CH2:11][OH:24])=[O:5])[CH3:2] |f:2.3.4,5.6|. Procedure details: 8.0 g 5-Bromomethyl-2-(4-methoxy-phenyl)-oxazole-4-carboxylic acid ethyl ester were dissolved in 50 ml dry dimethylformamide. 7.8 g Silver trifluoroacetate were added and the mixture was stirred at room temperature for two hours. 30 ml brine were added and the mixture was stirred for two hours. The reaction mixture was filtered through a pad of celite, the solvent removed in vacuo and the resulting residue dissolved in 200 ml ethanol. The mixture was heated to reflux for three hours. Then the so... Reactants: C1=C(C=CC2=CC=CC=C12)C(=O)C1=CC2=C(N(C(S2)=O)CCOC2=CC=C(CC(C(=O)OC)C(=O)OC)C=C2)C=C1 (Dimethyl 2-{4-[2-(6-(2-naphthoyl)-2-oxo-1,3-benzothiazol-3(2H)-yl)ethoxy]benzyl}malonate). The solvent is CO (methanol). Product: C1=C(C=CC2=CC=CC=C12)CC1=CC2=C(N(C(S2)=O)CCOC2=CC=C(CC(C(=O)OC)C(=O)OC)C=C2)C=C1 (Dimethyl 2-{4-[2-(6-(2-naphthylmethyl)-2-oxo-1,3-benzothiazol-3(2H)-yl)ethoxy]benzyl}malonate). Reaction SMILES: [CH:1]1[C:10]2[C:5](=[CH:6][CH:7]=[CH:8][CH:9]=2)[CH:4]=[CH:3][C:2]=1[C:11]([C:13]1[CH:41]=[CH:40][C:16]2[N:17]([CH2:21][CH2:22][O:23][C:24]3[CH:39]=[CH:38][C:27]([CH2:28][CH:29]([C:34]([O:36][CH3:37])=[O:35])[C:30]([O:32][CH3:33])=[O:31])=[CH:26][CH:25]=3)[C:18](=[O:20])[S:19][C:15]=2[CH:14]=1)=O>CO>[CH:1]1[C:10]2[C:5](=[CH:6][CH:7]=[CH:8][CH:9]=2)[CH:4]=[CH:3][C:2]=1[CH2:11][C:13]1[CH:41]=[CH:40][C:16]2[N:17]([CH2:21][CH2:22][O:23][C:24]3[CH:39]=[CH:38][C:27]([CH2:28][CH:29]([C:34]([O:36][CH3:37])=[O:35])[C:30]([O:32][CH3:33])=[O:31])=[CH:26][CH:25]=3)[C:18](=[O:20])[S:19][C:15]=2[CH:14]=1. Reported procedure: The procedure is as in Example 48, starting from the compound obtained in Example 60. The recrystallisation solvent is methanol. Reactants: FC=1N(C=CN1)C(C1=CC=CC=C1)(C1=CC=CC=C1)C1=CC=CC=C1 (2-fluoro-1-triphenylmethylimidazole), C(C)(C)(C)[Li] (t-butyl lithium), CN(C)C=O (DMF), solution. The solvent is C1CCOC1 (THF), CCOCC (ether), CCCCC (pentane). Run at time 3 hour. Yields the product C(=O)C=1N=C(N(C1)C(C1=CC=CC=C1)(C1=CC=CC=C1)C1=CC=CC=C1)F (4-formyl-2-fluoro-1-triphenylmethylimidazole). Reaction SMILES: [F:1][C:2]1[N:3]([C:7]([C:20]2[CH:25]=[CH:24][CH:23]=[CH:22][CH:21]=2)([C:14]2[CH:19]=[CH:18][CH:17]=[CH:16][CH:15]=2)[C:8]2[CH:13]=[CH:12][CH:11]=[CH:10][CH:9]=2)[CH:4]=[CH:5][N:6]=1.C([Li])(C)(C)C.CN([CH:34]=[O:35])C>C1COCC1.CCCCC.CCOCC>[CH:34]([C:5]1[N:6]=[C:2]([F:1])[N:3]([C:7]([C:14]2[CH:15]=[CH:16][CH:17]=[CH:18][CH:19]=2)([C:8]2[CH:9]=[CH:10][CH:11]=[CH:12][CH:13]=2)[C:20]2[CH:25]=[CH:24][CH:23]=[CH:22][CH:21]=2)[CH:4]=1)=[O:35]. Procedure: A solution of 2-fluoro-1-triphenylmethylimidazole (3.28 g.) in dry THF (33 ml.) was treated, under argon, at -75° with two equivalents of t-butyl lithium (10 ml. of a 1.93M solution in pentane). After stirring 3 hours at -75°, DMF (1.5 ml.) was added. The reaction mixture was kept a further hour at -75° then allowed to warm up slowly to room temperature. The reaction was worked up by diluting with ether, washing with 2N HCl followed by brine. The ether layer was concentrated under a steam of arg...